Dataset: the Open Reaction Database (ORD), a public repository of structured organic reaction records. Task: describe an organic reaction: reactants, conditions, products, and yield Reactants: N[C@H]1C[C@H]([C@@H](C1)NC(=O)C1=C(NC2=C1N=CN=C2C2=C(C=CC(=C2)C(F)F)OCC2CC2)C)F (N-[(1R*,2R*,4R*)-4-amino-2-fluorocyclopentyl]-4-[2-(cyclopropylmethoxy)-5-(difluoromethyl)phenyl]-6-methyl-5H-pyrrolo[3,2-d]pyrimidine-7-carboxamide), C(CC)(=O)Cl (propionyl chloride). The product is C1(CC1)COC1=C(C=C(C=C1)C(F)F)C=1C2=C(N=CN1)C(=C(N2)C)C(=O)N[C@H]2[C@@H](C[C@@H](C2)NC(CC)=O)F (4-[2-(Cyclopropylmethoxy)-5-(difluoromethyl)phenyl]-N-[(1R*,2R*,4R*)-2-fluoro-4-(propanoylamino)cyclopentyl]-6-methyl-5H-pyrrolo[3,2-d]pyrimidine-7-carboxamide). Reaction SMILES: [NH2:1][C@@H:2]1[CH2:6][C@@H:5]([NH:7][C:8]([C:10]2[C:14]3[N:15]=[CH:16][N:17]=[C:18]([C:19]4[CH:24]=[C:23]([CH:25]([F:27])[F:26])[CH:22]=[CH:21][C:20]=4[O:28][CH2:29][CH:30]4[CH2:32][CH2:31]4)[C:13]=3[NH:12][C:11]=2[CH3:33])=[O:9])[C@H:4]([F:34])[CH2:3]1.[C:35](Cl)(=[O:38])[CH2:36][CH3:37]>>[CH:30]1([CH2:29][O:28][C:20]2[CH:21]=[CH:22][C:23]([CH:25]([F:27])[F:26])=[CH:24][C:19]=2[C:18]2[C:13]3[NH:12][C:11]([CH3:33])=[C:10]([C:8]([NH:7][C@@H:5]4[CH2:6][C@@H:2]([NH:1][C:35](=[O:38])[CH2:36][CH3:37])[CH2:3][C@H:4]4[F:34])=[O:9])[C:14]=3[N:15]=[CH:16][N:17]=2)[CH2:31][CH2:32]1. Reported procedure: Starting from N-[(1R*,2R*,4R*)-4-amino-2-fluorocyclopentyl]-4-[2-(cyclopropylmethoxy)-5-(difluoromethyl)phenyl]-6-methyl-5H-pyrrolo[3,2-d]pyrimidine-7-carboxamide (example D.f71) and commercially available propionyl chloride the title compound is obtained as colorless solid. The product is COc1ccc(Cn2cc(Cl)c3cc(OC4CCC(NC(C)=O)CC4)c(S(N)(=O)=O)cc3c2=O)cc1. RXN SMILES: [C:1]([CH3:2])(=[O:3])[NH:4][CH:5]1[CH2:6][CH2:7][CH:8]([O:11][c:12]2[cH:13][c:14]3[c:15]([Cl:36])[cH:16][n:17]([CH2:27][c:28]4[cH:29][cH:30][c:31]([O:34][CH3:35])[cH:32][cH:33]4)[c:18](=[O:26])[c:19]3[cH:20][c:21]2[S:22](=[O:23])(=[O:24])[Cl:25])[CH2:9][CH2:10]1.[CH2:38]1[O:39][CH2:40][CH2:41][CH2:42]1.[NH3:37]>>[C:1]([CH3:2])(=[O:3])[NH:4][CH:5]1[CH2:6][CH2:7][CH:8]([O:11][c:12]2[cH:13][c:14]3[c:15]([Cl:36])[cH:16][n:17]([CH2:27][c:28]4[cH:29][cH:30][c:31]([O:34][CH3:35])[cH:32][cH:33]4)[c:18](=[O:26])[c:19]3[cH:20][c:21]2[S:22](=[O:23])(=[O:24])[NH2:37])[CH2:9][CH2:10]1. Starting materials: COc1ccc(Cn2cc(Cl)c3cc(OC4CCC(NC(C)=O)CC4)c(S(=O)(=O)Cl)cc3c2=O)cc1, C1CCOC1, N. The reactants are Brc1cccc(Br)n1, ClCCl, O=C(OC(=O)C(F)(F)F)C(F)(F)F, [I-], NC(N)=O, [Na+], [Na+], OO, O=S([O-])[O-]. The product is [O-][n+]1c(Br)cccc1Br. Reaction SMILES: [Br:1][c:2]1[n:3][c:4]([Br:8])[cH:5][cH:6][cH:7]1.[Cl:35][CH2:36][Cl:37].[F:15][C:16]([F:17])([F:18])[C:19]([O:20][C:21](=[O:22])[C:23]([F:24])([F:25])[F:26])=[O:27].[I-:34].[NH2:11][C:12](=[O:13])[NH2:14].[Na+:32].[Na+:33].[OH:9][OH:10].[S:28]([O-:29])([O-:30])=[O:31]>>[Br:1][c:2]1[n+:3]([O-:13])[c:4]([Br:8])[cH:5][cH:6][cH:7]1. Reactants: O=C(O)C12CC3CC(CC(C3)C1)C2, CC#N, O, O=[N+]([O-])O, O=S(=O)(O)O. Yields the product CC(=O)NC12CC3CC(C1)CC(C(=O)O)(C3)C2. As a reaction SMILES: [C:1]12([C:11](=[O:12])[OH:13])[CH2:2][CH:3]3[CH2:4][CH:5]([CH2:6][CH:7]([CH2:8]1)[CH2:9]3)[CH2:10]2.[CH3:23][C:24]#[N:25].[OH2:26].[OH:14][N+:15](=[O:16])[O-:17].[S:18]([OH:19])(=[O:20])(=[O:21])[OH:22]>>[C:1]12([C:11](=[O:12])[OH:13])[CH2:2][C:3]3([NH:25][C:24](=[O:19])[CH3:23])[CH2:4][CH:5]([CH2:6][CH:7]([CH2:8]1)[CH2:9]3)[CH2:10]2.